This data is from the Open Reaction Database (ORD), a public repository of structured organic reaction records. The task is: describe an organic reaction: reactants, conditions, products, and yield Reactants: Compound II, C(C)NC(=O)NN(C)CC(=O)O (2-(2-(ethylcarbamoyl)-1-methylhydrazinyl)acetic acid), N[C@H](C(=O)N(CC=1C=CC=C2C=CC=NC12)[C@H](C(OCC)OCC)C)CC(=O)NC(C1=CC=CC=C1)(C1=CC=CC=C1)C1=CC=CC=C1 ((S)-2-amino-N1—((S)-1,1-diethoxypropan-2-yl)-N1-(quinolin-8-ylmethyl)-N4-tritylsuccinamide). Product: C(C)OC([C@H](C)N(C([C@H](CC(NC(C1=CC=CC=C1)(C1=CC=CC=C1)C1=CC=CC=C1)=O)NC(CN(NC(=O)NCC)C)=O)=O)CC=1C=CC=C2C=CC=NC12)OCC (1-(2-((S)-1-(((S)-1,1-diethoxypropan-2-yl)(quinolin-8-ylmethyl)amino)-1,4-dioxo-4-(tritylamino)butan-2-ylamino)-2-oxoethyl)-4-ethyl-1-methylsemicarbazide). As a reaction SMILES: [CH2:1]([NH:3][C:4]([NH:6][N:7]([CH2:9][C:10]([OH:12])=O)[CH3:8])=[O:5])[CH3:2].[NH2:13][C@@H:14]([CH2:38][C:39]([NH:41][C:42]([C:55]1[CH:60]=[CH:59][CH:58]=[CH:57][CH:56]=1)([C:49]1[CH:54]=[CH:53][CH:52]=[CH:51][CH:50]=1)[C:43]1[CH:48]=[CH:47][CH:46]=[CH:45][CH:44]=1)=[O:40])[C:15]([N:17]([C@@H:29]([CH3:37])[CH:30]([O:34][CH2:35][CH3:36])[O:31][CH2:32][CH3:33])[CH2:18][C:19]1[CH:20]=[CH:21][CH:22]=[C:23]2[C:28]=1[N:27]=[CH:26][CH:25]=[CH:24]2)=[O:16]>>[CH2:35]([O:34][CH:30]([O:31][CH2:32][CH3:33])[C@@H:29]([N:17]([CH2:18][C:19]1[CH:20]=[CH:21][CH:22]=[C:23]2[C:28]=1[N:27]=[CH:26][CH:25]=[CH:24]2)[C:15](=[O:16])[C@@H:14]([NH:13][C:10](=[O:12])[CH2:9][N:7]([CH3:8])[NH:6][C:4]([NH:3][CH2:1][CH3:2])=[O:5])[CH2:38][C:39](=[O:40])[NH:41][C:42]([C:55]1[CH:56]=[CH:57][CH:58]=[CH:59][CH:60]=1)([C:43]1[CH:48]=[CH:47][CH:46]=[CH:45][CH:44]=1)[C:49]1[CH:50]=[CH:51][CH:52]=[CH:53][CH:54]=1)[CH3:37])[CH3:36]. Reported procedure: According to the procedure described in the synthesis method of Compound II-15, 2-(2-(ethylcarbamoyl)-1-methylhydrazinyl)acetic acid (Compound VI-9) 41 mg (0.23 mmol) was coupled with (S)-2-amino-N1—((S)-1,1-diethoxypropan-2-yl)-N1-(quinolin-8-ylmethyl)-N4-tritylsuccinamide (Compound IV-20) 100 mg (0.16 mmol) to obtain the title compound. Starting materials: CCc1ccc(C=Cc2nc(CCl)co2)cc1, [H-], [Na+], CN(C)C=O, O, OCCc1nccn1CCCCc1ccc(O)cc1. The product is CCc1ccc(C=Cc2nc(COc3ccc(CCCCn4ccnc4CCO)cc3)co2)cc1. As a reaction SMILES: [Cl:22][CH2:23][c:24]1[n:25][c:26]([CH:29]=[CH:30][c:31]2[cH:32][cH:33][c:34]([CH2:37][CH3:38])[cH:35][cH:36]2)[o:27][cH:28]1.[H-:20].[Na+:21].[O:40]=[CH:41][N:42]([CH3:43])[CH3:44].[OH2:39].[OH:1][CH2:2][CH2:3][c:4]1[n:5]([CH2:9][CH2:10][CH2:11][CH2:12][c:13]2[cH:14][cH:15][c:16]([OH:19])[cH:17][cH:18]2)[cH:6][cH:7][n:8]1>>[OH:1][CH2:2][CH2:3][c:4]1[n:5]([CH2:9][CH2:10][CH2:11][CH2:12][c:13]2[cH:14][cH:15][c:16]([O:19][CH2:23][c:24]3[n:25][c:26]([CH:29]=[CH:30][c:31]4[cH:32][cH:33][c:34]([CH2:37][CH3:38])[cH:35][cH:36]4)[o:27][cH:28]3)[cH:17][cH:18]2)[cH:6][cH:7][n:8]1. Starting materials: Cc1nc(OCC(=O)O)nc(C)c1NC(=O)OC(C)(C)C, Cc1nc(OCC(=O)N(C)C2CCN(Cc3ccccc3)CC2)nc(C)c1NC(=O)OC(C)(C)C, ClC(Cl)Cl, Cl. Product: Cc1nc(OCC(=O)N(C)C2CCN(Cc3ccccc3)CC2)nc(C)c1N. Reaction SMILES: [C:36]([O:37][C:38]([NH:39][c:40]1[c:41]([CH3:42])[n:43][c:44]([O:45][CH2:46][C:47]([OH:48])=[O:49])[n:50][c:51]1[CH3:52])=[O:53])([CH3:54])([CH3:55])[CH3:56].[CH2:1]([c:2]1[cH:3][cH:4][cH:5][cH:6][cH:7]1)[N:8]1[CH2:9][CH2:10][CH:11]([N:14]([C:15]([CH2:16][O:17][c:18]2[n:19][c:20]([CH3:33])[c:21]([NH:25][C:26](=[O:27])[O:28][C:29]([CH3:30])([CH3:31])[CH3:32])[c:22]([CH3:24])[n:23]2)=[O:34])[CH3:35])[CH2:12][CH2:13]1.[CH:58]([Cl:59])([Cl:60])[Cl:61].[ClH:57]>>[CH2:1]([c:2]1[cH:3][cH:4][cH:5][cH:6][cH:7]1)[N:8]1[CH2:9][CH2:10][CH:11]([N:14]([C:15]([CH2:16][O:17][c:18]2[n:19][c:20]([CH3:33])[c:21]([NH2:25])[c:22]([CH3:24])[n:23]2)=[O:34])[CH3:35])[CH2:12][CH2:13]1. Reactants: Cl.C(C1=CC=CC=C1)OC=1C=C(C=CC1)C1(CCNCC1)F (4-(3-benzyloxyphenyl)-4-fluoropiperidine Hydrochloride), BrCCCC1CCCCC1 (1-bromo-3-cyclohexylpropane), Cl (hydrogen chloride). Product: Cl.C(C1=CC=CC=C1)OC=1C=C(C=CC1)C1(CCN(CC1)CCCC1CCCCC1)F (4-(3-Benzyloxyphenyl)-1-(3-cyclohexylpropyl)-4-fluoropiperidine Hydrochloride). Reaction SMILES: [ClH:1].[CH2:2]([O:9][C:10]1[CH:11]=[C:12]([C:16]2([F:22])[CH2:21][CH2:20][NH:19][CH2:18][CH2:17]2)[CH:13]=[CH:14][CH:15]=1)[C:3]1[CH:8]=[CH:7][CH:6]=[CH:5][CH:4]=1.Br[CH2:24][CH2:25][CH2:26][CH:27]1[CH2:32][CH2:31][CH2:30][CH2:29][CH2:28]1.Cl>>[ClH:1].[CH2:2]([O:9][C:10]1[CH:11]=[C:12]([C:16]2([F:22])[CH2:17][CH2:18][N:19]([CH2:24][CH2:25][CH2:26][CH:27]3[CH2:32][CH2:31][CH2:30][CH2:29][CH2:28]3)[CH2:20][CH2:21]2)[CH:13]=[CH:14][CH:15]=1)[C:3]1[CH:4]=[CH:5][CH:6]=[CH:7][CH:8]=1 |f:0.1,4.5|. Procedure: This material was prepared by the alkylation of 4-(3-benzyloxyphenyl)-4-fluoropiperidine Hydrochloride with 1-bromo-3-cyclohexylpropane and subsequent salt formation with methanolic hydrogen chloride as described in Step 3 of Example 1 in 32% overall yield. Starting materials: Cl.C(CCC)ONC(=O)NC(NC1=C(C=CC=C1C)C)=N (1-N-butoxy-3-(2,6-dimethylphenyl) amidinourea hydrochloride), COC(N(C)C)OC (N,N-dimethyl-formamide dimethyl acetal). Run in CC#N (CH3CN), CC#N (CH3CN). Reaction conditions: time 5 minute. Product: CC1=C(C(=CC=C1)C)N1C(N=C(N=C1)NOCCCC)=O (1-(2',6'-dimethylphenyl)-4-n-butoxyamino-1,2-dihydro-1,3,5-triazin-2-one). RXN SMILES: Cl.[CH2:2]([O:6][NH:7][C:8]([NH:10][C:11](=N)[NH:12][C:13]1[C:18]([CH3:19])=[CH:17][CH:16]=[CH:15][C:14]=1[CH3:20])=O)[CH2:3][CH2:4][CH3:5].C[O:23][CH:24](OC)[N:25](C)C>CC#N>[CH3:19][C:18]1[CH:17]=[CH:16][CH:15]=[C:14]([CH3:20])[C:13]=1[N:12]1[CH:11]=[N:10][C:8]([NH:7][O:6][CH2:2][CH2:3][CH2:4][CH3:5])=[N:25][C:24]1=[O:23] |f:0.1|. Procedure: To a magnetically stirred suspension of 12.06 g (38 mmol) of 1-N-butoxy-3-(2,6-dimethylphenyl) amidinourea hydrochloride in 25 ml of CH3CN was added 9.11 g (76 mmol) of N,N-dimethyl-formamide dimethyl acetal and another 25ml of CH3CN. All of the solid dissolved after the reaction was stirred for 5 minutes. The reaction solution was refluxed for two hours and allowed to come to ambient temperature, then concentrated in vacuo to yield the desired product as a white solid. This was combined with 20... The reactants are CN(C)C=O, O=Cc1ccc2c(n1)NC(=O)CS2. Yields the product O=C1CSc2ccc(C(=O)O)nc2N1. Reaction SMILES: [O:14]=[CH:15][N:16]([CH3:17])[CH3:18].[O:1]=[C:2]1[NH:3][c:4]2[c:5]([cH:8][cH:9][c:10]([CH:12]=[O:13])[n:11]2)[S:6][CH2:7]1>>[O:1]=[C:2]1[NH:3][c:4]2[c:5]([cH:8][cH:9][c:10]([C:12](=[O:13])[OH:14])[n:11]2)[S:6][CH2:7]1. Reactants: [OH-].[Li+] (lithium hydroxide), COC(=O)C=1N=C(NC(C1O)=O)CC(C1=CC=CC=C1)C1=CC=CC=C1 (2-(2,2-diphenyl-ethyl)-5-hydroxy-6-oxo-1,6-dihydro-pyrimidine-4-carboxylic acid methyl ester). Isolated yield 15.6%. Procedure details: A solution of lithium hydroxide (21.9 mg, 913 μmol) in water (2 ml) was added to a flask containing a stirred solution of 2-(2,2-diphenyl-ethyl)-5-hydroxy-6-oxo-1,6-dihydro-pyrimidine-4-carboxylic acid methyl ester (0.160 g, 457 μmol) in THF (8 ml). The mixture was stirred at room temperature for 8 h, quenched with 1M HCl, extracted into EtOAc, washed with brine, dried (MgSO4) and evaporated to dryness. Purification by preparative HPLC provided the desired product as a white solid (0.024 g; 15%)... Run in O (water), C1CCOC1 (THF). Conditions: time 8 hour. Product: C1(=CC=CC=C1)C(CC=1NC(C(=C(N1)C(=O)O)O)=O)C1=CC=CC=C1 (2-(2,2-diphenyl-ethyl)-5-hydroxy-6-oxo-1,6-dihydro-pyrimidine-4-carboxylic acid). RXN SMILES: [OH-].[Li+].C[O:4][C:5]([C:7]1[N:8]=[C:9]([CH2:15][CH:16]([C:23]2[CH:28]=[CH:27][CH:26]=[CH:25][CH:24]=2)[C:17]2[CH:22]=[CH:21][CH:20]=[CH:19][CH:18]=2)[NH:10][C:11](=[O:14])[C:12]=1[OH:13])=[O:6]>O.C1COCC1>[C:23]1([CH:16]([C:17]2[CH:22]=[CH:21][CH:20]=[CH:19][CH:18]=2)[CH2:15][C:9]2[NH:10][C:11](=[O:14])[C:12]([OH:13])=[C:7]([C:5]([OH:6])=[O:4])[N:8]=2)[CH:24]=[CH:25][CH:26]=[CH:27][CH:28]=1 |f:0.1|. Starting materials: O=C(c1ccc(Cl)cc1)c1ccc(CBr)cc1, CN(C)C=O, O=c1[nH]c(S)nc2[nH]ccc12. Yields the product O=C(c1ccc(Cl)cc1)c1ccc(CSc2nc3[nH]ccc3c(=O)[nH]2)cc1. As a reaction SMILES: [Cl:1][c:2]1[cH:3][cH:4][c:5]([C:6](=[O:7])[c:8]2[cH:9][cH:10][c:11]([CH2:12][Br:13])[cH:14][cH:15]2)[cH:16][cH:17]1.[O:29]=[CH:30][N:31]([CH3:32])[CH3:33].[SH:18][c:19]1[nH:20][c:21](=[O:28])[c:22]2[c:23]([n:24]1)[nH:25][cH:26][cH:27]2>>[Cl:1][c:2]1[cH:3][cH:4][c:5]([C:6](=[O:7])[c:8]2[cH:9][cH:10][c:11]([CH2:12][S:18][c:19]3[nH:20][c:21](=[O:28])[c:22]4[c:23]([n:24]3)[nH:25][cH:26][cH:27]4)[cH:14][cH:15]2)[cH:16][cH:17]1. Starting materials: O=C(Cl)c1ccccc1F, CN1CCC(C(=O)c2cccc(N)c2)CC1. The product is CN1CCC(C(=O)c2cccc(NC(=O)c3ccccc3F)c2)CC1. As a reaction SMILES: [F:17][c:18]1[c:19]([C:20](=[O:21])[Cl:22])[cH:23][cH:24][cH:25][cH:26]1.[NH2:1][c:2]1[cH:3][c:4]([C:5](=[O:6])[CH:7]2[CH2:8][CH2:9][N:10]([CH3:13])[CH2:11][CH2:12]2)[cH:14][cH:15][cH:16]1>>[NH:1]([c:2]1[cH:3][c:4]([C:5](=[O:6])[CH:7]2[CH2:8][CH2:9][N:10]([CH3:13])[CH2:11][CH2:12]2)[cH:14][cH:15][cH:16]1)[C:20]([c:19]1[c:18]([F:17])[cH:26][cH:25][cH:24][cH:23]1)=[O:21].